From a dataset of the Open Reaction Database (ORD), a public repository of structured organic reaction records. describe an organic reaction: reactants, conditions, products, and yield Reactants: O=C1COc2cc(C(=O)CCCBr)ccc2N1, CC[SiH](CC)CC, O, O=C(O)C(F)(F)F. Yields the product O=C1COc2cc(CCCCBr)ccc2N1. Reaction SMILES: [Br:1][CH2:2][CH2:3][CH2:4][C:5](=[O:6])[c:7]1[cH:8][c:9]2[c:10]([cH:16][cH:17]1)[NH:11][C:12](=[O:15])[CH2:13][O:14]2.[CH2:18]([SiH:19]([CH2:20][CH3:21])[CH2:22][CH3:23])[CH3:24].[OH2:25].[OH:26][C:27]([C:28]([F:29])([F:30])[F:31])=[O:32]>>[Br:1][CH2:2][CH2:3][CH2:4][CH2:5][c:7]1[cH:8][c:9]2[c:10]([cH:16][cH:17]1)[NH:11][C:12](=[O:15])[CH2:13][O:14]2. The reactants are CC=1OC=CC1C1=NC(=NC=C1C1=NC=CC=C1)N1CC(CCC1)C (4-(2-methyl-3-furanyl)-2-(3-methyl-1-piperidinyl)-5-(2-pyridinyl)pyrimidine), Cl (hydrogen chloride). Run in ClCCl (dichloromethane). Yields the product Cl.CC=1OC=CC1C1=NC(=NC=C1C1=NC=CC=C1)N1CC(CCC1)C (4-(2-Methyl-3-furanyl)-2-(3-methyl-1-piperidinyl)-5-(2-pyridinyl)pyrimidine hydrochloride). Yield: 43.0%. Reaction SMILES: [CH3:1][C:2]1[O:3][CH:4]=[CH:5][C:6]=1[C:7]1[C:12]([C:13]2[CH:18]=[CH:17][CH:16]=[CH:15][N:14]=2)=[CH:11][N:10]=[C:9]([N:19]2[CH2:24][CH2:23][CH2:22][CH:21]([CH3:25])[CH2:20]2)[N:8]=1.[ClH:26]>ClCCl>[ClH:26].[CH3:1][C:2]1[O:3][CH:4]=[CH:5][C:6]=1[C:7]1[C:12]([C:13]2[CH:18]=[CH:17][CH:16]=[CH:15][N:14]=2)=[CH:11][N:10]=[C:9]([N:19]2[CH2:24][CH2:23][CH2:22][CH:21]([CH3:25])[CH2:20]2)[N:8]=1 |f:3.4|. Procedure details: A solution of 4-(2-methyl-3-furanyl)-2-(3-methyl-1-piperidinyl)-5-(2-pyridinyl)pyrimidine (200 mg, 0.6 mmol) in dichloromethane (2 ml) was treated with hydrogen chloride (1M in diethyl ether, 0.8 ml). The solvent was evaporated and the residue co-evaporated with dichloromethane (×2). The resulting solid was dried to give the title compound as a pale yellow solid (160 mg, 43%). LC/MS [M+H]+=335. 1H NMR (400 MHz, d6-DMSO): δ 8.77 (1H, d), 8.56 (1H, s), 8.25-8.21 (1H, m), 7.74-7.65 (2H, m), 7.45 (1... Starting materials: FC1=C(C=CC=C1F)[C@H]1[C@@H](C=2C(=NC=CN2)[C@@H](CC1)N1C(C2=CC=CC=C2C1=O)=O)NC(OC(C)(C)C)=O (tert-butyl (5S,6S,9R)-6-(2,3-difluorophenyl)-9-(1,3-dioxoisoindolin-2-yl)-6,7,8,9-tetrahydro-5H-cyclohepta[b]pyrazin-5-ylcarbamate), O.NN (Hydrazine hydrate). The solvent is CO (methanol). Run at temperature 70 celsius, time 2 hour. The product is N[C@@H]1CC[C@H]([C@@H](C=2C1=NC=CN2)NC(OC(C)(C)C)=O)C2=C(C(=CC=C2)F)F (tert-butyl (5S,6S,9R)-9-amino-6-(2,3-difluorophenyl)-6,7,8,9-tetrahydro-5H-cyclohepta[b]pyrazin-5-ylcarbamate). RXN SMILES: [F:1][C:2]1[C:7]([F:8])=[CH:6][CH:5]=[CH:4][C:3]=1[C@@H:9]1[CH2:19][CH2:18][C@@H:17]([N:20]2C(=O)C3C(=CC=CC=3)C2=O)[C:12]2=[N:13][CH:14]=[CH:15][N:16]=[C:11]2[C@H:10]1[NH:31][C:32](=[O:38])[O:33][C:34]([CH3:37])([CH3:36])[CH3:35].O.NN>CO>[NH2:20][C@H:17]1[C:12]2=[N:13][CH:14]=[CH:15][N:16]=[C:11]2[C@@H:10]([NH:31][C:32](=[O:38])[O:33][C:34]([CH3:37])([CH3:36])[CH3:35])[C@H:9]([C:3]2[CH:4]=[CH:5][CH:6]=[C:7]([F:8])[C:2]=2[F:1])[CH2:19][CH2:18]1 |f:1.2|. Procedure details: In a 100 mL round-bottomed flask was dissolved tert-butyl (5S,6S,9R)-6-(2,3-difluorophenyl)-9-(1,3-dioxoisoindolin-2-yl)-6,7,8,9-tetrahydro-5H-cyclohepta[b]pyrazin-5-ylcarbamate (46.8 mg, 0.090 mmol) in methanol (1 mL) to give a white suspension. Hydrazine hydrate (0.1 mL, 3.2 mmol) was added, and the mixture was stirred in a preheated oil bath at 70° C. under nitrogen for 2 h. LCMS indicated the desired product. Methanol was removed in vacuo and the residue was partitioned between 0.5N sodium h... Starting materials: Nc1ccc(Cl)cc1Br, O=C([O-])O, CCOCCO, N#Cc1cnc2c(c1Cl)C=C1N=CN=C1C2, Cl, [Na+], c1ccncc1. Product: N#Cc1cnc2c(c1Nc1ccc(Cl)cc1Br)C=C1N=CN=C1C2. RXN SMILES: [Br:17][c:18]1[c:19]([NH2:20])[cH:21][cH:22][c:23]([Cl:25])[cH:24]1.[C:33](=[O:34])([OH:35])[O-:36].[CH3:38][CH2:39][O:40][CH2:41][CH2:42][OH:43].[Cl:1][c:2]1[c:3]([C:15]#[N:16])[cH:4][n:5][c:6]2[c:11]1[CH:10]=[C:9]1[C:8](=[N:14][CH:13]=[N:12]1)[CH2:7]2.[ClH:26].[Na+:37].[n:27]1[cH:28][cH:29][cH:30][cH:31][cH:32]1>>[c:2]1([NH:20][c:19]2[c:18]([Br:17])[cH:24][c:23]([Cl:25])[cH:22][cH:21]2)[c:3]([C:15]#[N:16])[cH:4][n:5][c:6]2[c:11]1[CH:10]=[C:9]1[C:8](=[N:14][CH:13]=[N:12]1)[CH2:7]2. Reactants: [Al+3], C1CCOC1, CCOC(C)=O, COC(=O)C1CCCC(c2ccc(Cl)cc2)N1, [H-], [H-], [H-], [H-], [Li+], [Na+], [OH-], O. The product is OCC1CCCC(c2ccc(Cl)cc2)N1. RXN SMILES: [Al+3:19].[CH2:27]1[O:28][CH2:29][CH2:30][CH2:31]1.[CH3:32][CH2:33][O:34][C:35](=[O:36])[CH3:37].[Cl:1][c:2]1[cH:3][cH:4][c:5]([CH:8]2[CH2:9][CH2:10][CH2:11][CH:12]([C:14](=[O:15])[O:16][CH3:17])[NH:13]2)[cH:6][cH:7]1.[H-:18].[H-:21].[H-:22].[H-:23].[Li+:20].[Na+:26].[OH-:25].[OH2:24]>>[Cl:1][c:2]1[cH:3][cH:4][c:5]([CH:8]2[CH2:9][CH2:10][CH2:11][CH:12]([CH2:14][OH:15])[NH:13]2)[cH:6][cH:7]1.